From a dataset of the Open Reaction Database (ORD), a public repository of structured organic reaction records. describe an organic reaction: reactants, conditions, products, and yield Reactants: ClC(=O)OCC1=CC=CC=C1 (benzyl chloroformate), [OH-].[Na+] (Sodium hydroxide), NCCOC1=CC=C(C=C1)CC(=O)O (2-[4-(2-aminoethoxy)-phenyl]acetic acid), A-2250400, ClC(=O)OCC1=CC=CC=C1 (benzyl chloroformate). The solvent is O1CCOCC1.O (1,4-dioxane water). Run at time 20 minute. Product: C(C1=CC=CC=C1)OC(=O)NCCOC1=CC=C(C=C1)CC(=O)O (2-[4-(2-[benzyloxycarbonylamino]ethoxy)phenyl]acetic acid). Isolated yield 60.9%. As a reaction SMILES: [OH-].[Na+].[NH2:3][CH2:4][CH2:5][O:6][C:7]1[CH:12]=[CH:11][C:10]([CH2:13][C:14]([OH:16])=[O:15])=[CH:9][CH:8]=1.Cl[C:18]([O:20][CH2:21][C:22]1[CH:27]=[CH:26][CH:25]=[CH:24][CH:23]=1)=[O:19]>O1CCOCC1.O>[CH2:21]([O:20][C:18]([NH:3][CH2:4][CH2:5][O:6][C:7]1[CH:12]=[CH:11][C:10]([CH2:13][C:14]([OH:16])=[O:15])=[CH:9][CH:8]=1)=[O:19])[C:22]1[CH:27]=[CH:26][CH:25]=[CH:24][CH:23]=1 |f:0.1,4.5|. Reported procedure: Sodium hydroxide (222 mg) was added to a solution of 2-[4-(2-aminoethoxy)-phenyl]acetic acid (394 mg) (see DE-A-2250400) in 1,4-dioxane: water (1:1, by volume) (20 ml) at 0° C. The reaction mixture was stirred for 20 minutes then benzyl chloroformate (319 mg) was added to the mixture and the solution was stirred for 4 hours. Additional benzyl chloroformate (70 mg) was added to the reaction mixture and it was stirred for a further 1 hour. The solvent was removed under reduced pressure. The result... The reactants are FC=1C=C2C(C(=CN(C2=C(C1F)C)C1CC1)C(=O)O)=O (6,7-Difluoro-1-cyclopropyl-8-methyl-1,4-dihydro-4-oxoquinoline-3-carboxylic acid), N1CCOCC1 (morpholine). Run in CN1C(CCC1)=O (N-methylpyrrolidone). Reaction conditions: temperature 150 celsius, time 3 hour. Product: O1CCN(CC1)C1=C(C=C2C(C(=CN(C2=C1C)C1CC1)C(=O)O)=O)F (7-morpholino-1-cyclopropyl-6-fluoro-8-methyl-1,4-dihydro-4-oxoquinoline-3-carboxylic acid). Isolated yield 2.2%. RXN SMILES: [F:1][C:2]1[CH:3]=[C:4]2[C:9](=[C:10]([CH3:13])[C:11]=1F)[N:8]([CH:14]1[CH2:16][CH2:15]1)[CH:7]=[C:6]([C:17]([OH:19])=[O:18])[C:5]2=[O:20].[NH:21]1[CH2:26][CH2:25][O:24][CH2:23][CH2:22]1>CN1CCCC1=O>[O:24]1[CH2:25][CH2:26][N:21]([C:11]2[C:10]([CH3:13])=[C:9]3[C:4]([C:5](=[O:20])[C:6]([C:17]([OH:19])=[O:18])=[CH:7][N:8]3[CH:14]3[CH2:16][CH2:15]3)=[CH:3][C:2]=2[F:1])[CH2:22][CH2:23]1. Reported procedure: 6,7-Difluoro-1-cyclopropyl-8-methyl-1,4-dihydro-4-oxoquinoline-3-carboxylic acid (1.8 g) is suspended in N-methylpyrrolidone (5 ml) and thereto is added morpholine (1.82 g), and the mixture is stirred at 150° C. for 3 hours. After the reaction, the reaction mixture is concentrated, and the resulting residue is recrystallized from ethanol to give 7-morpholino-1-cyclopropyl-6-fluoro-8-methyl-1,4-dihydro-4-oxoquinoline-3-carboxylic acid (0.05 g), as pale yellow flakes, m.p. 227.5°-228° C. Starting materials: C([O-])([O-])=O.[Cs+].[Cs+] (Cesium carbonate), ClC1=CC=C(N(CCI)CCI)C=C1 (4-chloro-N,N-bis(2-iodoethyl)aniline), BrC1=CC=C2CC(N(C2=C1)C(=O)OC(C)(C)C)=O (tert-butyl 6-bromo-2-oxoindoline-1-carboxylate). Run in CN(C)C=O (N,N′-dimethylformamide), O (water). Run at temperature 70 celsius, time 48 hour. Yields the product BrC1=CC=C2C(=C1)NC(C21CCN(CC1)C1=CC=C(C=C1)Cl)=O (6-bromo-1′-(4-chlorophenyl)spiro[indoline-3,4′-piperidin]-2-one). The yield is 17.6%. Reaction SMILES: C(=O)([O-])[O-].[Cs+].[Cs+].[Cl:7][C:8]1[CH:20]=[CH:19][C:11]([N:12]([CH2:16][CH2:17]I)[CH2:13][CH2:14]I)=[CH:10][CH:9]=1.[Br:21][C:22]1[CH:30]=[C:29]2[C:25]([CH2:26][C:27](=[O:38])[N:28]2C(OC(C)(C)C)=O)=[CH:24][CH:23]=1>CN(C=O)C.O>[Br:21][C:22]1[CH:30]=[C:29]2[NH:28][C:27](=[O:38])[C:26]3([CH2:17][CH2:16][N:12]([C:11]4[CH:19]=[CH:20][C:8]([Cl:7])=[CH:9][CH:10]=4)[CH2:13][CH2:14]3)[C:25]2=[CH:24][CH:23]=1 |f:0.1.2|. Reported procedure: Cesium carbonate (2.09 g, 6.4 mmol) was added in portions over 5 mins to a solution of 4-chloro-N,N-bis(2-iodoethyl)aniline (preparation 14c, 0.73 g, 1.68 mmol) and tert-butyl 6-bromo-2-oxoindoline-1-carboxylate (preparation 8a, 0.50 g, 1.60 mmol) in N,N′-dimethylformamide (20 mL) was added and the mixture was stirred for 48 hours. The mixture was diluted with water and extracted with ethyl acetate and the organic layer was washed with water, brine, dried (MgSO4) and evaporated. The residue was ... Starting materials: O=S1(N(C(C2=C1C=CC1=C2OCCO1)=O)CCCCO)=O (1,1-dioxido-2-(4-hydroxybutyl)-4,5-ethylenedioxy-1,2-benzisothiazol-3(2H)-one), C(Br)(Br)(Br)Br (carbon tetrabromide), C1(=CC=CC=C1)P(C1=CC=CC=C1)C1=CC=CC=C1 (triphenylphosphine). Solvent: C(Cl)Cl (methylene chloride), C(Cl)Cl (methylene chloride). Product: O=S1(N(C(C2=C1C=CC1=C2OCCO1)=O)CCCCBr)=O (1,1-dioxido-2-(4-bromobutyl)-4,5-ethylenedioxy-1,2-benzisothiazol-3(2H)-one). RXN SMILES: [O:1]=[S:2]1(=[O:21])[C:6]2[CH:7]=[CH:8][C:9]3[O:14][CH2:13][CH2:12][O:11][C:10]=3[C:5]=2[C:4](=[O:15])[N:3]1[CH2:16][CH2:17][CH2:18][CH2:19]O.C(Br)(Br)(Br)[Br:23].C1(P(C2C=CC=CC=2)C2C=CC=CC=2)C=CC=CC=1>C(Cl)Cl>[O:1]=[S:2]1(=[O:21])[C:6]2[CH:7]=[CH:8][C:9]3[O:14][CH2:13][CH2:12][O:11][C:10]=3[C:5]=2[C:4](=[O:15])[N:3]1[CH2:16][CH2:17][CH2:18][CH2:19][Br:23]. Procedure: To a solution of 1,1-dioxido-2-(4-hydroxybutyl)-4,5-ethylenedioxy-1,2-benzisothiazol-3(2H)-one (313 mg, 1 mmol) and carbon tetrabromide (432 mg, 1.3 mmol) in methylene chloride (2 mL) cooled in an ice bath under a nitrogen atomosphere was added dropwise a solution of triphenylphosphine (341 mg, 1.3 mmol) in methylene chloride (3.5 mL). The reaction was allowed to stir with gradual warming to room temp. over a four hour period and then the solvent was evaporated and the residue chromatographed on... Reactants: ClC1=C(C=CC(=C1)Cl)C=1C=C(NN1)C(=O)O (5-(2,4-dichlorophenyl)-2H-pyrazole-3-carboxylic acid), O.NN (hydrazine monohydrate). Reagents/catalysts: S(O)(O)(=O)=O (sulfuric acid). The solvent is CO (methanol). The product is ClC1=C(C=CC(=C1)Cl)C=1C=C(NN1)C(=O)NN (5-(2,4-Dichlorophenyl)-2H-pyrazole-3-carboxylic acid hydrazide). The yield is 86.5%. Reaction SMILES: [Cl:1][C:2]1[CH:7]=[C:6]([Cl:8])[CH:5]=[CH:4][C:3]=1[C:9]1[CH:10]=[C:11]([C:14]([OH:16])=O)[NH:12][N:13]=1.O.[NH2:18][NH2:19]>CO.S(=O)(=O)(O)O>[Cl:1][C:2]1[CH:7]=[C:6]([Cl:8])[CH:5]=[CH:4][C:3]=1[C:9]1[CH:10]=[C:11]([C:14]([NH:18][NH2:19])=[O:16])[NH:12][N:13]=1 |f:1.2|. Reported procedure: In methanol (20 ml), 5-(2,4-dichlorophenyl)-2H-pyrazole-3-carboxylic acid (1.00 g) was dissolved, and 6 drops of concentrated sulfuric acid was added thereto. The mixture was heated under reflux for 19 hours. After the mixture was allowed to cool, hydrazine monohydrate (0.97 g) was added to the mixture, and the resulting mixture was heated under reflux for 16 hours. The mixture was concentrated under a reduced pressure, and water was added thereto. The precipitated crystal was separated by filtr... Starting materials: O=C([O-])[O-], CN(C)C=O, Clc1ccc(Cl)nn1, [K+], [K+], O, O=Cc1ccc(O)cc1. Product: O=Cc1ccc(Oc2ccc(Cl)nn2)cc1. RXN SMILES: [C:18](=[O:19])([O-:20])[O-:21].[CH3:24][N:25]([CH3:26])[CH:27]=[O:28].[Cl:1][c:2]1[n:3][n:4][c:5]([Cl:8])[cH:6][cH:7]1.[K+:22].[K+:23].[OH2:29].[OH:9][c:10]1[cH:11][cH:12][c:13]([CH:14]=[O:15])[cH:16][cH:17]1>>[Cl:1][c:2]1[n:3][n:4][c:5]([O:9][c:10]2[cH:11][cH:12][c:13]([CH:14]=[O:15])[cH:16][cH:17]2)[cH:6][cH:7]1. Run at temperature 80 celsius. RXN SMILES: FC(F)(F)S(O[C:7]1[CH2:12][N:11]([C:13]([O:15][C:16]([CH3:19])([CH3:18])[CH3:17])=[O:14])[CH2:10][CH2:9][C:8]=1[C:20](OCC)=O)(=O)=O.[Cl:27][C:28]1[CH:33]=[CH:32]C(B(O)O)=[CH:30][CH:29]=1.[C:37](=[O:40])([O-])[O-:38].[Na+].[Na+].[C:43]1(C)C=CC=C[CH:44]=1.C(O)C>C(OCC)(=O)C.C1C=CC(P(C2C=CC=CC=2)[C-]2C=CC=C2)=CC=1.C1C=CC(P(C2C=CC=CC=2)[C-]2C=CC=C2)=CC=1.Cl[Pd]Cl.[Fe+2]>[Cl:27][C:28]1[CH:29]=[CH:30][C:20]([C:8]2[CH2:9][CH2:10][N:11]([C:13]([O:15][C:16]([CH3:17])([CH3:18])[CH3:19])=[O:14])[CH2:12][C:7]=2[C:37]([O:38][CH2:43][CH3:44])=[O:40])=[CH:32][CH:33]=1 |f:2.3.4,5.6,8.9.10.11|. Run in C(C)(=O)OCC (ethyl acetate). Reactants: FC(S(=O)(=O)OC1=C(CCN(C1)C(=O)OC(C)(C)C)C(=O)OCC)(F)F (1-tert-butyl 4-ethyl 5-{[(trifluoromethyl)-sulfonyl]oxy}-3,6-dihydropyridine-1,4(2H)-dicarboxylate), ClC1=CC=C(C=C1)B(O)O (4-chlorophenylboronic acid), C1(=CC=CC=C1)C.C(C)O (toluene ethanol), C([O-])([O-])=O.[Na+].[Na+] (sodium carbonate). Procedure: A vigorously stirred suspension of the product of step C (1.00 g, 2.48 mmol), 4-chlorophenylboronic acid (0.427 g, 2.73 mmol) and [1,1′-bis(diphenylphosphino)-ferrocene)dichloropalladium(II) (0.102 g, 0.124 mmol) in toluene/ethanol (3:2; 24.0 mL) was degassed via three vacuum/nitrogen ingress cycles and then heated to approximately 80° C. Aqueous 2 M sodium carbonate (3.10 mL, 6.20 mmol) was added dropwise via syringe and the resulting mixture maintained at reflux overnight. After cooling to amb... The product is ClC1=CC=C(C=C1)C1=C(CN(CC1)C(=O)OC(C)(C)C)C(=O)OCC (1-tert-butyl 3-ethyl 4-(4-chlorophenyl)-5,6-dihydropyridine-1,3(2H)-dicarboxylate). The reagents and catalysts are C1=CC=C(C=C1)P([C-]2C=CC=C2)C3=CC=CC=C3.C1=CC=C(C=C1)P([C-]2C=CC=C2)C3=CC=CC=C3.Cl[Pd]Cl.[Fe+2] ([1,1′-bis(diphenylphosphino)-ferrocene)dichloropalladium(II)).